This data is from the Open Reaction Database (ORD), a public repository of structured organic reaction records. The task is: describe an organic reaction: reactants, conditions, products, and yield Yield: 66.0%. Reaction SMILES: [Cl:1][C:2]1[CH:7]=[CH:6][C:5]([C:8]2(NC)[CH2:13][CH2:12][O:11][CH2:10][CH2:9]2)=[CH:4][CH:3]=1.[CH3:16][C:17]1[C:25]([CH3:26])=[CH:24][CH:23]=[CH:22][C:18]=1[C:19](Cl)=[O:20].CC[N:29]([CH:33](C)C)C(C)C.C(Cl)[Cl:37]>>[Cl:37][C:17]1([CH3:16])[C:25]([CH3:26])=[CH:24][CH:23]=[CH:22][CH:18]1[C:19]([NH:29][CH2:33][C:8]1([C:5]2[CH:4]=[CH:3][C:2]([Cl:1])=[CH:7][CH:6]=2)[CH2:9][CH2:10][O:11][CH2:12][CH2:13]1)=[O:20]. Product: ClC1(C(C(=O)NCC2(CCOCC2)C2=CC=C(C=C2)Cl)C=CC=C1C)C (2-Chloro-N-[4-(4-chloro-phenyl)-tetrahydro-pyran-4-ylmethyl]-2,3-dimethyl-benzamide). Procedure details: A mixture of [4-(4-chloro-phenyl)-tetrahydro-pyran-4-yl]-methylamine (67.7 mg, 0.3 mmol), 2,3-dimethylbenzoyl chloride (53 mg, 0.315 mmol) and DIPEA (78 mg, 0.60 mmol) in DCM (1.5 mL) was stirred at room temperature for 16 h. The mixture was purified by preparative HPLC to yield the title compound (70.5 mg, yield: 66%). 1H NMR (CDCl3 300 MHz): δ ppm 7.40-6.98 (m, 7H), 5.35 (bs, 1H), 3.95-3.87 (m, 2H), 3.70 (d, 2H), 3.70-3.60 (m, 2H), 2.31 (s, 3H), 2.23 (s, 3H), 2.18-1.92 (m, 4H). LCMS (MH+): m/z... Reaction conditions: time 16 hour. The reactants are ClC1=CC=C(C=C1)C1(CCOCC1)NC ([4-(4-chloro-phenyl)-tetrahydro-pyran-4-yl]-methylamine), CC1=C(C(=O)Cl)C=CC=C1C (2,3-dimethylbenzoyl chloride), CCN(C(C)C)C(C)C (DIPEA), C(Cl)Cl (DCM). Reactants: ClC1=CC=2C3=C(NC2C=C1)CC(N(C3)C)(C)C (8-chloro-2,3,4,5-tetrahydro-2,3,3-trimethyl-1H-pyrido[4,3-b]indole), FC(C1=NC=C(C=C1)C=C)(F)F (2-(trifluoromethyl)-5-vinylpyridine), [OH-].[K+] (KOH). The solvent is CN1CCCC1=O (NMP). Yields the product ClC1=CC=2C3=C(N(C2C=C1)CCC=1C=NC(=CC1)C(F)(F)F)CC(N(C3)C)(C)C (8-chloro-5-(2-(6-(trifluoromethyl)pyridin-3-yl)ethyl)-2,3,4,5-tetrahydro-2,3,3-trimethyl-1H-pyrido[4,3-b]indole). As a reaction SMILES: [Cl:1][C:2]1[CH:10]=[CH:9][C:8]2[NH:7][C:6]3[CH2:11][C:12]([CH3:17])([CH3:16])[N:13]([CH3:15])[CH2:14][C:5]=3[C:4]=2[CH:3]=1.[F:18][C:19]([F:29])([F:28])[C:20]1[CH:25]=[CH:24][C:23]([CH:26]=[CH2:27])=[CH:22][N:21]=1.[OH-].[K+]>CN1C(=O)CCC1>[Cl:1][C:2]1[CH:10]=[CH:9][C:8]2[N:7]([CH2:27][CH2:26][C:23]3[CH:22]=[N:21][C:20]([C:19]([F:29])([F:18])[F:28])=[CH:25][CH:24]=3)[C:6]3[CH2:11][C:12]([CH3:17])([CH3:16])[N:13]([CH3:15])[CH2:14][C:5]=3[C:4]=2[CH:3]=1 |f:2.3|. Reported procedure: The title compound is prepared from a mixture of 8-chloro-2,3,4,5-tetrahydro-2,3,3-trimethyl-1H-pyrido[4,3-b]indole, 2-(trifluoromethyl)-5-vinylpyridine and KOH (5-7 equiv) in NMP at a temperature ranging between 25 deg C. to 100 deg C. The product obtained is isolated by preparative HPLC. The reactants are [Br-], CCCC[P+](CCCC)(CCCC)CCCC, Cc1ccccc1, FC(F)Cl, [Na+], [OH-], O, COC(=O)c1sccc1O. Product: COC(=O)c1sccc1OC(F)F. RXN SMILES: [Br-:25].[CH2:26]([P+:27]([CH2:28][CH2:29][CH2:30][CH3:31])([CH2:32][CH2:33][CH2:34][CH3:35])[CH2:36][CH2:37][CH2:38][CH3:39])[CH2:40][CH2:41][CH3:42].[CH3:11][c:12]1[cH:13][cH:14][cH:15][cH:16][cH:17]1.[Cl:20][CH:21]([F:22])[F:23].[Na+:19].[OH-:18].[OH2:24].[OH:1][c:2]1[c:3]([C:7](=[O:8])[O:9][CH3:10])[s:4][cH:5][cH:6]1>>[O:1]([c:2]1[c:3]([C:7](=[O:8])[O:9][CH3:10])[s:4][cH:5][cH:6]1)[CH:21]([F:22])[F:23]. Reactants: C1(=CC=CC=C1O)C (ortho-cresol), C1(=CC=CC=C1O)C (ortho-cresol), C(C)(=O)OO (peracetic acid). Procedure: The procedure of Example 7 was repeated, except that 0.5 mol of ortho-cresol was used in place of para-cresol and the peracetic acid was used at a proportion of 0.05 mol and the reaction temperature was held at 50° C. Analysis of the reaction mixture by gas chromatograph showed the conversion of ortho-cresol to be 4.00 percent and the yields of 3-methyl-1,2-dihydroxybenzene and 2-methyl-1,4-dihydroxybenzene to be 35.6 mol percent and 33.9 mol percent respectively based on the consumed peracetic ... Reaction SMILES: [C:1]1([CH3:8])[C:6]([OH:7])=[CH:5][CH:4]=[CH:3][CH:2]=1.[C:9]([O:12]O)(=[O:11])[CH3:10]>>[CH3:8][C:1]1[C:6]([OH:7])=[C:5]([OH:11])[CH:4]=[CH:3][CH:2]=1.[CH3:2][C:1]1[CH:10]=[C:9]([OH:12])[CH:4]=[CH:5][C:6]=1[OH:7]. Product: CC=1C(=C(C=CC1)O)O (3-methyl-1,2-dihydroxybenzene), CC1=C(C=CC(=C1)O)O (2-methyl-1,4-dihydroxybenzene). Starting materials: C(C)OC(C)(OCC)P(OCC)(=O)CCCC (ethyl 1,1-diethoxyethyl(n-butyl)phosphinate), C(C)O (ethanol), C[Si](Cl)(C)C (trimethylchlorosilane). Run in ClCCl (dichloromethane). Yields the product C(CCC)P(OCC)=O (ethyl n-butyl-phosphinate). RXN SMILES: C(OC([P:9]([CH2:14][CH2:15][CH2:16][CH3:17])(=[O:13])[O:10][CH2:11][CH3:12])(OCC)C)C.C(O)C.C[Si](C)(C)Cl>ClCCl>[CH2:14]([PH:9](=[O:13])[O:10][CH2:11][CH3:12])[CH2:15][CH2:16][CH3:17]. Procedure details: A solution of 176 g of ethyl 1,1-diethoxyethyl(n-butyl)phosphinate in 540 ml of absolute dichloromethane containing 10% of absolute ethanol is treated with 143.6 g of trimethylchlorosilane. After stirring for 48 hoursat room temperature, the solvent is removed in vacuo to afford a pale yellow oil. Distillation in vacuo affords ethyl n-butyl-phosphinate, b.p. 27°-34° (2×10-2 mbar). Starting materials: COc1ccccc1N1CCNCC1, CCO, CC(=O)NCc1ccc(CCl)cc1, Cl, C1COCCO1. Product: COc1ccccc1N1CCN(C(C)c2ccc(CNC(C)=O)cc2)CC1, Cl, Cl. Reaction SMILES: [CH3:14][O:15][c:16]1[c:17]([N:22]2[CH2:23][CH2:24][NH:25][CH2:26][CH2:27]2)[cH:18][cH:19][cH:20][cH:21]1.[CH3:35][CH2:36][OH:37].[Cl:1][CH2:2][c:3]1[cH:4][cH:5][c:6]([CH2:9][NH:10][C:11]([CH3:12])=[O:13])[cH:7][cH:8]1.[ClH:34].[O:28]1[CH2:29][CH2:33][O:32][CH2:31][CH2:30]1>>[CH:2]([c:3]1[cH:4][cH:5][c:6]([CH2:9][NH:10][C:11]([CH3:12])=[O:13])[cH:7][cH:8]1)([N:25]1[CH2:24][CH2:23][N:22]([c:17]2[c:16]([O:15][CH3:14])[cH:21][cH:20][cH:19][cH:18]2)[CH2:27][CH2:26]1)[CH3:29].[ClH:1].[ClH:34]. Starting materials: C=CCBr, CCO, [K+], [OH-], O, Cc1ccccc1C(=O)Nc1cccc(O)c1. As a reaction SMILES: [CH2:20]([CH:21]=[CH2:22])[Br:23].[CH3:25][CH2:26][OH:27].[K+:19].[OH-:18].[OH2:24].[OH:1][c:2]1[cH:3][c:4]([NH:5][C:6]([c:7]2[c:8]([CH3:13])[cH:9][cH:10][cH:11][cH:12]2)=[O:14])[cH:15][cH:16][cH:17]1>>[O:1]([c:2]1[cH:3][c:4]([NH:5][C:6]([c:7]2[c:8]([CH3:13])[cH:9][cH:10][cH:11][cH:12]2)=[O:14])[cH:15][cH:16][cH:17]1)[CH2:22][CH:21]=[CH2:20]. The product is C=CCOc1cccc(NC(=O)c2ccccc2C)c1. The reactants are [NH+]1=CNC=C1.N1(C=NC=C1)C1=NS(C2=C(N1)C=CC(=C2)[N+](=O)[O-])(=O)=O (3-(Imidazol-1-yl)-7-nitro-4H-1,2,4-benzothiadiazine 1,1-dioxide imidazolium salt), C(C)(C)N (isopropylamine). The product is C(C)(C)NC1=NS(C2=C(N1)C=CC(=C2)[N+](=O)[O-])(=O)=O (3-Isopropylamino-7-nitro-4H-1,2,4-benzothiadiazine 1,1-dioxide). RXN SMILES: [NH+]1C=CN[CH:2]=1.[N:6]1([C:11]2[NH:16][C:15]3[CH:17]=[CH:18][C:19]([N+:21]([O-:23])=[O:22])=[CH:20][C:14]=3[S:13](=[O:25])(=[O:24])[N:12]=2)[CH:10]=[CH:9]N=C1.C(N)(C)C>>[CH:10]([NH:6][C:11]1[NH:16][C:15]2[CH:17]=[CH:18][C:19]([N+:21]([O-:23])=[O:22])=[CH:20][C:14]=2[S:13](=[O:25])(=[O:24])[N:12]=1)([CH3:9])[CH3:2] |f:0.1|. Reported procedure: 3-(Imidazol-1-yl)-7-nitro-4H-1,2,4-benzothiadiazine 1,1-dioxide imidazolium salt was treated with isopropylamine according to the general procedure Method A to give the title compound; m.p. 311-313° C.; IR (KBr): 3363, 3221, 2980, 1657, 1646,1615, 1601, 1572, 1532, 1494, 1339, 1284, 1267, 1155, 1106 cm−1; 1H-NMR (DMSO-d6, HMDS; d ppm): 1.10 (d, 6H, 2×CH3), 3.90 (m, 1H, NH—CH), 7.35 (m, 2H, 5-H+NH—CH), 8.35 (m, 2H, 6-H+8-H), 10.90 (bs, 1H, NH). Reactants: C[Si](C)(C)[N-][Si](C)(C)C.[K+] (Potassium bis(trimethylsilyl)amide), C(C)(C)(C)OC(=O)N1[C@H]([C@H](CCC1)O)C1=CC=CC=C1 ([2S,3S]-N-tert-butoxycarbonyl-2-phenylpiperidine-3-ol), BrC=1C=C(C2=C(C=CO2)C1)CBr (5-bromo-7-bromomethylbenzofuran). Yields the product C(C)(C)(C)OC(=O)N1[C@H]([C@H](CCC1)OCC1=CC(=CC=2C=COC21)Br)C2=CC=CC=C2 ([2S,3S]-1-tert-butoxycarbonyl-2-phenyl-3-[(5-bromobenzofuran-7-yl)methyloxy]piperidine). The yield is 48.5%. As a reaction SMILES: C[Si]([N-][Si](C)(C)C)(C)C.[K+].[C:11]([O:15][C:16]([N:18]1[CH2:23][CH2:22][CH2:21][C@H:20]([OH:24])[C@@H:19]1[C:25]1[CH:30]=[CH:29][CH:28]=[CH:27][CH:26]=1)=[O:17])([CH3:14])([CH3:13])[CH3:12].[Br:31][C:32]1[CH:33]=[C:34]([CH2:41]Br)[C:35]2[O:39][CH:38]=[CH:37][C:36]=2[CH:40]=1>COCCOC.O>[C:11]([O:15][C:16]([N:18]1[CH2:23][CH2:22][CH2:21][C@H:20]([O:24][CH2:41][C:34]2[C:35]3[O:39][CH:38]=[CH:37][C:36]=3[CH:40]=[C:32]([Br:31])[CH:33]=2)[C@@H:19]1[C:25]1[CH:30]=[CH:29][CH:28]=[CH:27][CH:26]=1)=[O:17])([CH3:14])([CH3:12])[CH3:13] |f:0.1|. Solvent: O (water), COCCOC (1,2-dimethoxyethane). Run at time 18 hour. Reported procedure: Potassium bis(trimethylsilyl)amide (300 mg) was added to a stirred solution of [2S,3S]-N-tert-butoxycarbonyl-2-phenylpiperidine-3-ol (160 mg) in dry 1,2-dimethoxyethane (3.0 ml) under a dry nitrogen atmosphere. After 30 minutes 5-bromo-7-bromomethylbenzofuran (290 mg) was added, and the reaction stirred for 18 hours at room temperature. The resulting mixture was then diluted with water (50 ml), and extracted into ethyl acetate (2×50 ml). The organic layers were separated and washed with brine (2...